This data is from the Open Reaction Database (ORD), a public repository of structured organic reaction records. The task is: describe an organic reaction: reactants, conditions, products, and yield Reactants: NCCCCN1C(=NC=2C(=NC=3CCCCC3C21)N)C (1-(4-aminobutyl)-2-methyl-6, 7,8,9-tetrahydro-1H-imidazo[4,5-c]quinolin-4-amine), N1(CCOCC1)C(=O)Cl (4-morpholinecarbonyl chloride). Product: NC1=NC=2CCCCC2C2=C1N=C(N2CCCCNC(=O)N2CCOCC2)C (N-[4-(4-amino-2-methyl-6, 7,8,9-tetrahydro-1H-imidazo[4,5-c]quinolin-1-yl)butyl]morpholine-4-carboxamide). The yield is 79.7%. As a reaction SMILES: [NH2:1][CH2:2][CH2:3][CH2:4][CH2:5][N:6]1[C:18]2[C:17]3[CH2:16][CH2:15][CH2:14][CH2:13][C:12]=3[N:11]=[C:10]([NH2:19])[C:9]=2[N:8]=[C:7]1[CH3:20].[N:21]1([C:27](Cl)=[O:28])[CH2:26][CH2:25][O:24][CH2:23][CH2:22]1>>[NH2:19][C:10]1[C:9]2[N:8]=[C:7]([CH3:20])[N:6]([CH2:5][CH2:4][CH2:3][CH2:2][NH:1][C:27]([N:21]3[CH2:26][CH2:25][O:24][CH2:23][CH2:22]3)=[O:28])[C:18]=2[C:17]2[CH2:16][CH2:15][CH2:14][CH2:13][C:12]=2[N:11]=1. Reported procedure: Using the general method of Example 143, 1-(4-aminobutyl)-2-methyl-6, 7,8,9-tetrahydro-1H-imidazo[4,5-c]quinolin-4-amine (1.00 g, 3.7 mmol) was reacted with 4-morpholinecarbonyl chloride (0.43 mL, 3.7 mmol) to provide 1.14 g of N-[4-(4-amino-2-methyl-6, 7,8,9-tetrahydro-1H-imidazo[4,5-c]quinolin-1-yl)butyl]morpholine-4-carboxamide as an off white solid, m.p. 133.6-134.6° C. Analysis: Calculated for C20H30N6O2.1.1H2O: %C, 59.12; %H, 7.99; %N, 20.68; Found: %C, 58.77; %H, 7.53; %N, 20.46. RXN SMILES: [F:1][C:2]([F:57])([C:53]([F:56])([F:55])[F:54])[CH2:3][CH2:4][CH2:5][C:6]([CH2:17][CH2:18][CH2:19][CH2:20][O:21][C:22]1[CH:27]=[CH:26][C:25]([CH:28]2[C:37]3[C:32](=[CH:33][C:34]([O:38]COC)=[CH:35][CH:36]=3)[O:31][CH2:30][C:29]2([CH3:52])[C:42]2[CH:47]=[CH:46][C:45]([O:48]COC)=[CH:44][CH:43]=2)=[CH:24][CH:23]=1)(C(OCC)=O)[C:7]([O:9]CC)=[O:8].[OH-].[K+].Cl>C(O)C.O>[OH:38][C:34]1[CH:33]=[C:32]2[C:37]([CH:28]([C:25]3[CH:26]=[CH:27][C:22]([O:21][CH2:20][CH2:19][CH2:18][CH2:17][CH:6]([CH2:5][CH2:4][CH2:3][C:2]([F:57])([F:1])[C:53]([F:54])([F:55])[F:56])[C:7]([OH:9])=[O:8])=[CH:23][CH:24]=3)[C:29]([C:42]3[CH:47]=[CH:46][C:45]([OH:48])=[CH:44][CH:43]=3)([CH3:52])[CH2:30][O:31]2)=[CH:36][CH:35]=1 |f:1.2|. Solvent: C(C)O (ethanol), O (water). Yields the product OC1=CC=C2C(C(COC2=C1)(C)C1=CC=C(C=C1)O)C1=CC=C(OCCCCC(C(=O)O)CCCC(C(F)(F)F)(F)F)C=C1 (6-{4-[(3RS,4RS)-7-hydroxy-3-(4-hydroxyphenyl)3-methylchroman-4-yl]phenoxy)-2-(4,4,5,5,5-pentafluoropentyl)hexanoic acid). Starting materials: Cl (HCl), FC(CCCC(C(=O)OCC)(C(=O)OCC)CCCCOC1=CC=C(C=C1)C1C(COC2=CC(=CC=C12)OCOC)(C1=CC=C(C=C1)OCOC)C)(C(F)(F)F)F (diethyl 2-(4,4,5,5,5-pentafluoropentyl)-2-(4-((3RS,4RS)-4-(3-methyl-7-(methyloxymethyloxy)-3-(4-(methyloxymethyloxy)phenyl)chroman-4-yl)phenyloxy)butyl)propane-1,3-dioate), [OH-].[K+] (potassium hydroxide). Isolated yield 121.2%. Procedure details: To a solution of diethyl 2-(4,4,5,5,5-pentafluoropentyl)-2-(4-((3RS,4RS)-4-(3-methyl-7-(methyloxymethyloxy)-3-(4-(methyloxymethyloxy)phenyl)chroman-4-yl)phenyloxy)butyl)propane-1,3-dioate (0.552 g, 0.68 mmol) in ethanol (10 ml) was added the solution of potassium hydroxide (1.53 g, 27.23 mmol) in water (5 ml) and the mixture was stirred at refluxed overnight. After the reaction was completed, the reaction mixture was treated with 2N-HCl solution (pH=4) and extracted with ethyl acetate. The extra... Run at temperature 22 celsius, time 8 hour. Product: C#CCCC[C@H](C=O)CC(=O)c1ccc(Cl)cc1, C#CCCC[C@@H](C=O)CC(=O)c1ccc(Cl)cc1, O=C[C@@H](CCCC1=CN(c2ccc(C(=O)OC[C@H](Cc3ccccc3)NC(=O)OCC3c4ccccc4-c4ccccc43)cc2)[N+]=[N-]1)CC(=O)c1ccc(Cl)cc1, O=C[C@H](CCCC1=CN(c2ccc(C(=O)OC[C@H](Cc3ccccc3)NC(=O)OCC3c4ccccc4-c4ccccc43)cc2)[N+]=[N-]1)CC(=O)c1ccc(Cl)cc1. Run in CN(C)C=O, CN(C)C=O, CN(C)C=O, CN(C)C=O, CN(C)C=O. As a reaction SMILES: C#CCCCCC=O.Clc1ccc(C(=O)CBr)cc1>C1COCCN1.F[P](F)(F)(F)(F)F.CC(C)(C)C1=CC=[N@H]2C(=C1)C3=CC(=CC=[N@@H]3[Ir]2456c7cc(F)cc(F)c7C8=CC=C(C=[N]48)C(F)(F)F)C(C)(C)C.Fc9cc(F)c(C%10=[N]5C=C(C=C%10)C(F)(F)F)c6c9.CN(C)C=O.Cc1cccc(C)n1>C#CCCC[C@@H](C=O)CC(=O)c1ccc(Cl)cc1.C#CCCC[C@H](C=O)CC(=O)c1ccc(Cl)cc1. Reactants: Clc1ccc(C(=O)CBr)cc1, C#CCCCCC=O, Cc1cccc(C)n1. The reagents and catalysts are C1COCCN1, F[P](F)(F)(F)(F)F.CC(C)(C)C1=CC=[N@H]2C(=C1)C3=CC(=CC=[N@@H]3[Ir]2456c7cc(F)cc(F)c7C8=CC=C(C=[N]48)C(F)(F)F)C(C)(C)C.Fc9cc(F)c(C%10=[N]5C=C(C=C%10)C(F)(F)F)c6c9 ([Ir(dFCF3ppy)2(dtbbpy)]PF6).